From a dataset of the Open Reaction Database (ORD), a public repository of structured organic reaction records. describe an organic reaction: reactants, conditions, products, and yield The reactants are BrC=1C=C2CCNC(C2=CC1)C (6-Bromo-1-methyl-1,2,3,4-tetrahydro-isoquinoline), B(O)O (boronic acid). The product is CC1NCCC2=CC(=CC=C12)C=1C=NC=CC1 (1-Methyl-6-pyridin-3-yl-1,2,3,4-tetrahydro-isoquinoline). RXN SMILES: Br[C:2]1[CH:3]=[C:4]2[C:9](=[CH:10][CH:11]=1)[CH:8]([CH3:12])[NH:7][CH2:6][CH2:5]2.B(O)O>>[CH3:12][CH:8]1[C:9]2[C:4](=[CH:3][C:2]([C:5]3[CH:6]=[N:7][CH:8]=[CH:9][CH:4]=3)=[CH:11][CH:10]=2)[CH2:5][CH2:6][NH:7]1. Procedure: In close analogy to the procedure described above, 6-Bromo-1-methyl-1,2,3,4-tetrahydro-isoquinoline is reacted with the corresponding boronic acid to provide the title compound.